Dataset: the Open Reaction Database (ORD), a public repository of structured organic reaction records. Task: describe an organic reaction: reactants, conditions, products, and yield RXN SMILES: [N:1]1([C:7]2[N:8]=[C:9]([CH2:14][C:15]([O-:17])=O)[NH:10][C:11](=[O:13])[CH:12]=2)[CH2:6][CH2:5][O:4][CH2:3][CH2:2]1.[Na+].Cl.[CH3:20][C:21]1[CH:29]=[CH:28][CH:27]=[C:26]2[C:22]=1[CH2:23][CH2:24][NH:25]2.Cl.CN(C)CCCN=C=NCC>N1C=CC=CC=1.CN(C)C=O>[CH3:20][C:21]1[CH:29]=[CH:28][CH:27]=[C:26]2[C:22]=1[CH2:23][CH2:24][N:25]2[C:15](=[O:17])[CH2:14][C:9]1[NH:10][C:11](=[O:13])[CH:12]=[C:7]([N:1]2[CH2:2][CH2:3][O:4][CH2:5][CH2:6]2)[N:8]=1 |f:0.1,2.3,4.5|. Isolated yield 6.2%. The reactants are N1(CCOCC1)C=1N=C(NC(C1)=O)CC(=O)[O-].[Na+] (sodium [4-(morpholin-4-yl)-6-oxo-1,6-dihydropyrimidin-2-yl]acetate), Cl.CC1=C2CCNC2=CC=C1 (4-methylindoline hydrochloride), Cl.CN(CCCN=C=NCC)C (N-[3-(dimethylamino)propyl]-N′-ethylcarbodiimide hydrochloride). Product: CC1=C2CCN(C2=CC=C1)C(CC1=NC(=CC(N1)=O)N1CCOCC1)=O (2-[2-(4-methyl-2,3-dihydro-1H-indol-1-yl)-2-oxoethyl]-6-(morpholin-4-yl)pyrimidin-4(3H)-one). Reported procedure: The product is prepared according to the procedure described in example 5, using 261 mg of sodium [4-(morpholin-4-yl)-6-oxo-1,6-dihydropyrimidin-2-yl]acetate, 339 mg of 4-methylindoline hydrochloride, and 254 mg of N-[3-(dimethylamino)propyl]-N′-ethylcarbodiimide hydrochloride in a mixture of 241 μl of pyridine and 4.0 ml of N,N-dimethylformamide. 22 mg of 2-[2-(4-methyl-2,3-dihydro-1H-indol-1-yl)-2-oxoethyl]-6-(morpholin-4-yl)pyrimidin-4(3H)-one are obtained in the form of a fuchsia crystalline... Run in N1=CC=CC=C1 (pyridine), CN(C=O)C (N,N-dimethylformamide). The solvent is CC=1C=CC=CC1C (o-xylene), CC=1C=CC=CC1C (o-xylene). Reported procedure: Following the procedure of step (iv) of Example 1 but using a 300-ml portion of the o-xylene solution of butyl α-acetamidocinnamate as obtained in step (iii) of Example 8 in place of the o-xylene solution of methyl α-acetamidocinnamate, the hydrogenation reaction was carried out in the same manner as in said step (iv) of Example 1. The conversion of butyl α-acetamidocinnamate was 100 percent and the selectivity toward N-acetyl-DL-phenylalanine butyl ester 99 mole percent. The palladium-on-carbon... Product: C(C)(=O)NC(C(=O)OC)=CC1=CC=CC=C1 (methyl α-acetamidocinnamate). Reactants: C(C)(=O)NC(C(=O)OCCCC)=CC1=CC=CC=C1 (butyl α-acetamidocinnamate). As a reaction SMILES: [C:1]([NH:4][C:5](=[CH:13][C:14]1[CH:19]=[CH:18][CH:17]=[CH:16][CH:15]=1)[C:6]([O:8][CH2:9]CCC)=[O:7])(=[O:3])[CH3:2]>CC1C=CC=CC=1C>[C:1]([NH:4][C:5](=[CH:13][C:14]1[CH:15]=[CH:16][CH:17]=[CH:18][CH:19]=1)[C:6]([O:8][CH3:9])=[O:7])(=[O:3])[CH3:2]. Starting materials: ClC=1C(=CC(=C(C1)OC)I)F (5-chloro-4-fluoro-2-iodoanisole), C(C)(C)[Mg]Cl (isopropylmagnesium chloride), CON(C(=O)C=1C(=NC(=NC1)SCC)N)C (4-amino-2-ethylsulfanyl-pyrimidine-5-carboxylic acid methoxy-methyl-amide). The solvent is O1CCCC1 (tetrahydrofuran). Product: NC1=NC(=NC=C1C(=O)C1=C(C=C(C(=C1)F)Cl)OC)SCC ((4-amino-2-ethylsulfanyl-pyrimidin-5-yl)-(4-chloro-5-fluoro-2-methoxy-phenyl)-methanone). Reaction SMILES: [Cl:1][C:2]1[C:3]([F:11])=[CH:4][C:5](I)=[C:6]([O:8][CH3:9])[CH:7]=1.C([Mg]Cl)(C)C.CON(C)[C:20]([C:22]1[C:23]([NH2:31])=[N:24][C:25]([S:28][CH2:29][CH3:30])=[N:26][CH:27]=1)=[O:21]>O1CCCC1>[NH2:31][C:23]1[C:22]([C:20]([C:5]2[CH:4]=[C:3]([F:11])[C:2]([Cl:1])=[CH:7][C:6]=2[O:8][CH3:9])=[O:21])=[CH:27][N:26]=[C:25]([S:28][CH2:29][CH3:30])[N:24]=1. Procedure: To a solution of 5-chloro-4-fluoro-2-iodoanisole (1.0 g, Example 375) was added isopropylmagnesium chloride (1.92 mL, 2M in tetrahydrofuran, Aldrich) and the reaction was stirred at −40 to −35° C. for 40 minutes before 4-amino-2-ethylsulfanyl-pyrimidine-5-carboxylic acid methoxy-methyl-amide (170 mg, Example 1) in tetrahydrofuran (4 mL) was added. The resulting reaction was quenched with aqueous ammonium chloride. Work-up and purification as in Example 47 gave (4-amino-2-ethylsulfanyl-pyrimidin-... The reactants are NC=1C=C2CCN(CC2=CC1)C(CCC1=CC=CC=C1)=O (6-Amino-1,2,3,4-terahydro-2-N-(3-phenylpropionyl) isoquinoline), CS(=O)(=O)Cl (methanesulfonyl chloride). The solvent is N1=CC=CC=C1 (pyridine). Run at time 45 minute. The product is CS(=O)(=O)NC=1C=C2CCN(CC2=CC1)C(CCC1=CC=CC=C1)=O (1,2,3,4-Tetrahydro-6-methylsulfonamido-2-N-(3-phenylpropionyl)isoquinoline). As a reaction SMILES: [NH2:1][C:2]1[CH:3]=[C:4]2[C:9](=[CH:10][CH:11]=1)[CH2:8][N:7]([C:12](=[O:21])[CH2:13][CH2:14][C:15]1[CH:20]=[CH:19][CH:18]=[CH:17][CH:16]=1)[CH2:6][CH2:5]2.[CH3:22][S:23](Cl)(=[O:25])=[O:24]>N1C=CC=CC=1>[CH3:22][S:23]([NH:1][C:2]1[CH:3]=[C:4]2[C:9](=[CH:10][CH:11]=1)[CH2:8][N:7]([C:12](=[O:21])[CH2:13][CH2:14][C:15]1[CH:16]=[CH:17][CH:18]=[CH:19][CH:20]=1)[CH2:6][CH2:5]2)(=[O:25])=[O:24]. Procedure details: To a solution of Example 19 in pyridine (10 mL) at 0° C. is added dropwise methanesulfonyl chloride (0.86 mL). After 45 minutes at 0° C., the reaction is allowed to warm to room temperature and stirred an additional 30 minutes. The pyridine is removed and the residue taken up into CH2Cl2 and washed with 10% HCl. The organic phase is washed with brine, dried over MgSO4, filtered and concentrated. Chromatography on silica gel will provide the desired material. Reactants: CCCC[Sn](CCCC)(CCCC)c1ccco1, Cn1ncnc1COc1nc2c(cc1Br)nnn2-c1ccccc1F, CN(C)C=O, O, c1ccc(P(c2ccccc2)(c2ccccc2)[Pd](P(c2ccccc2)(c2ccccc2)c2ccccc2)(P(c2ccccc2)(c2ccccc2)c2ccccc2)P(c2ccccc2)(c2ccccc2)c2ccccc2)cc1. The product is Cn1ncnc1COc1nc2c(cc1-c1ccco1)nnn2-c1ccccc1F. RXN SMILES: [CH2:26]([Sn:27]([CH2:28][CH2:29][CH2:30][CH3:36])([c:31]1[o:32][cH:33][cH:34][cH:35]1)[CH2:37][CH2:38][CH2:39][CH3:40])[CH2:41][CH2:42][CH3:43].[F:1][c:2]1[c:3](-[n:8]2[n:9][n:10][c:11]3[c:12]2[n:13][c:14]([O:18][CH2:19][c:20]2[n:21]([CH3:25])[n:22][cH:23][n:24]2)[c:15]([Br:17])[cH:16]3)[cH:4][cH:5][cH:6][cH:7]1.[O:44]=[CH:45][N:46]([CH3:47])[CH3:48].[OH2:49].[cH:50]1[cH:51][cH:52][c:53]([P:54]([Pd:55]([P:56]([c:57]2[cH:58][cH:59][cH:60][cH:61][cH:62]2)([c:63]2[cH:64][cH:65][cH:66][cH:67][cH:68]2)[c:69]2[cH:70][cH:71][cH:72][cH:73][cH:74]2)([P:75]([c:76]2[cH:77][cH:78][cH:79][cH:80][cH:81]2)([c:82]2[cH:83][cH:84][cH:85][cH:86][cH:87]2)[c:88]2[cH:89][cH:90][cH:91][cH:92][cH:93]2)[P:94]([c:95]2[cH:96][cH:97][cH:98][cH:99][cH:100]2)([c:101]2[cH:102][cH:103][cH:104][cH:105][cH:106]2)[c:107]2[cH:108][cH:109][cH:110][cH:111][cH:112]2)([c:113]2[cH:114][cH:115][cH:116][cH:117][cH:118]2)[c:119]2[cH:120][cH:121][cH:122][cH:123][cH:124]2)[cH:125][cH:126]1>>[F:1][c:2]1[c:3](-[n:8]2[n:9][n:10][c:11]3[c:12]2[n:13][c:14]([O:18][CH2:19][c:20]2[n:21]([CH3:25])[n:22][cH:23][n:24]2)[c:15](-[c:31]2[o:32][cH:33][cH:34][cH:35]2)[cH:16]3)[cH:4][cH:5][cH:6][cH:7]1. The reactants are CC=1C(=C(C(=C(O)C1)C)C)O (trimethylhydroquinone), COC(=C)C=C (2-methoxybutadiene), C(=C)C(=O)C (methyl vinyl ketone), COCCC(C)=O (4-methoxy-2-butanone), COC(C=C)(C)OC (3,3-dimethoxybutene), C(OC)(OC)OC (trimethyl orthoformate), OS(=O)(=O)O (H2SO4), O=C(CCO)C (3-ketobutanol). Solvent: CO (methanol). Conditions: time 24 hour. The product is OC=1C(=C2CCC(OC2=C(C1C)C)(C)OC)C ((±)-6-hydroxy-2-methoxy-2,5,7,8-tetramethylchroman). Reaction SMILES: [CH3:1][C:2]1[C:3]([OH:11])=[C:4]([CH3:10])[C:5]([CH3:9])=[C:6]([CH:8]=1)[OH:7].C(OC)(OC)OC.OS(O)(=O)=O.C(C(C)=O)=C.[CH3:29][O:30][C:31]([CH:33]=[CH2:34])=[CH2:32].O=C(C)CCO.COC(OC)(C)C=C.COCCC(=O)C>CO>[OH:11][C:3]1[C:2]([CH3:1])=[C:8]2[C:6](=[C:5]([CH3:9])[C:4]=1[CH3:10])[O:7][C:31]([O:30][CH3:29])([CH3:32])[CH2:33][CH2:34]2. Procedure: In the manner described in Example 1, 3.80 g (25 mmol) samples of trimethylhydroquinone were treated in 25 ml of methanol, 5.0 ml of trimethyl orthoformate, and 0.10 ml of 36 N aqueous H2SO4 with 50 mmole portions of the following methyl vinyl ketone substitutes: a, 2-methoxybutadiene; b, 3-ketobutanol; c, 3,3-dimethoxybutene (contaminated with about 20 percent 2-methoxybutadiene); and d, 4-methoxy-2-butanone. The reactions were monitored by tlc. Reactions a,c and d were complete after 24 hr and... The reactants are O=S(=O)(c1ccccc1)n1cc(Br)c2cccnc21, BrC1CCC1, BrCCBr, C1CCOC1, [Mg]. Product: O=S(=O)(c1ccccc1)n1cc(C2CCC2)c2cccnc21. As a reaction SMILES: [Br:11][c:12]1[cH:13][n:14]([S:21](=[O:22])(=[O:23])[c:24]2[cH:25][cH:26][cH:27][cH:28][cH:29]2)[c:15]2[n:16][cH:17][cH:18][cH:19][c:20]12.[Br:2][CH:3]1[CH2:4][CH2:5][CH2:6]1.[Br:7][CH2:8][CH2:9][Br:10].[CH2:30]1[O:31][CH2:32][CH2:33][CH2:34]1.[Mg:1]>>[CH:3]1([c:12]2[cH:13][n:14]([S:21](=[O:22])(=[O:23])[c:24]3[cH:25][cH:26][cH:27][cH:28][cH:29]3)[c:15]3[n:16][cH:17][cH:18][cH:19][c:20]23)[CH2:4][CH2:5][CH2:6]1.